This data is from the Open Reaction Database (ORD), a public repository of structured organic reaction records. The task is: describe an organic reaction: reactants, conditions, products, and yield Starting materials: COc1cc2c(cc1OC)C(=O)C(CC1CCN(Cc3ccccc3)CC1)C2, CS(=O)(=O)O, CCOC(C)=O, CCO. Product: COc1cc2c(cc1OC)C(=O)C(CC1CCN(Cc3ccccc3)CC1)C2, CS(=O)(=O)O. RXN SMILES: [CH3:1][O:2][c:3]1[cH:4][c:5]2[c:24]([cH:25][c:26]1[O:27][CH3:28])[C:22](=[O:23])[CH:7]([CH2:8][CH:9]1[CH2:10][CH2:11][N:12]([CH2:15][c:16]3[cH:17][cH:18][cH:19][cH:20][cH:21]3)[CH2:13][CH2:14]1)[CH2:6]2.[CH3:29][S:30]([OH:31])(=[O:32])=[O:33].[CH3:34][CH2:35][O:36][C:37](=[O:38])[CH3:39].[CH3:40][CH2:41][OH:42]>>[CH3:1][O:2][c:3]1[cH:4][c:5]2[c:24]([cH:25][c:26]1[O:27][CH3:28])[C:22](=[O:23])[CH:7]([CH2:8][CH:9]1[CH2:10][CH2:11][N:12]([CH2:15][c:16]3[cH:17][cH:18][cH:19][cH:20][cH:21]3)[CH2:13][CH2:14]1)[CH2:6]2.[CH3:29][S:30](=[O:31])(=[O:32])[OH:33].